Dataset: the Open Reaction Database (ORD), a public repository of structured organic reaction records. Task: describe an organic reaction: reactants, conditions, products, and yield Reactants: O(C1=CC=CC=C1)CC(=O)N1C(CCCC1)C1=NC(=NO1)C=1C=NC=C(C(=O)N)C1 (5-{5-[1-(2-Phenoxy-acetyl)-piperidin-2-yl]-[1,2,4]oxadiazol-3-yl}-nicotinamide), FC(C(=O)OC(C(F)(F)F)=O)(F)F (trifluoracetic anhydride). The product is O(C1=CC=CC=C1)CC(=O)N1[C@H](CCCC1)C1=NC(=NO1)C=1C=NC=C(C#N)C1 ((R)-5-{5-[1-(2-Phenoxy-acetyl)-piperidin-2-yl]-[1,2,4]oxadiazol-3-yl}-nicotinonitrile). Reaction SMILES: [O:1]([CH2:8][C:9]([N:11]1[CH2:16][CH2:15][CH2:14][CH2:13][CH:12]1[C:17]1[O:21][N:20]=[C:19]([C:22]2[CH:23]=[N:24][CH:25]=[C:26]([CH:30]=2)[C:27]([NH2:29])=O)[N:18]=1)=[O:10])[C:2]1[CH:7]=[CH:6][CH:5]=[CH:4][CH:3]=1.FC(F)(F)C(OC(=O)C(F)(F)F)=O>>[O:1]([CH2:8][C:9]([N:11]1[CH2:16][CH2:15][CH2:14][CH2:13][C@@H:12]1[C:17]1[O:21][N:20]=[C:19]([C:22]2[CH:23]=[N:24][CH:25]=[C:26]([CH:30]=2)[C:27]#[N:29])[N:18]=1)=[O:10])[C:2]1[CH:3]=[CH:4][CH:5]=[CH:6][CH:7]=1. Procedure details: 0.15 mmol of 5-{5-[1-(2-Phenoxy-acetyl)-piperidin-2-yl]-[1,2,4]oxadiazol-3-yl}-nicotinamide are treated with trifluoracetic anhydride at room temperature over night. The reaction was quenched with aqueous NaHCO3 and product extracted with ethylacetate twice. The organic layers were washed with water/NaCl, combined, dried over Na2SO4 and the solvent evaporated. The product was purified via preparative HPLC. The solvent is O (water). Reagents/catalysts: C1COCCOCCOCCOCCOCCO1 (18-crown-6). Procedure details: Methyl 2-(4-amino-3-methylphenoxy)benzoate (500 mg, 1.94 mmol) was suspended in water (5.7 ml), followed by adding thereto concentrated hydrochloric acid (1.0 ml) and ammonium tetrafluoroborate (693 mg) at 0° C. An aqueous sodium nitrite solution (134 mg/1 ml) was added dropwise to the suspension. A saturated aqueous sodium chloride solution was added thereto, followed by extraction with chloroform. The organic layer was dried over anhydrous sodium sulfate and concentrated. The resulting dark-bl... Reactants: NC1=C(C=C(OC2=C(C(=O)OC)C=CC=C2)C=C1)C (Methyl 2-(4-amino-3-methylphenoxy)benzoate), [Cl-].[Na+] (sodium chloride), N(=O)[O-].[Na+] (sodium nitrite), [Cl-].[Na+] (sodium chloride), Cl (hydrochloric acid), F[B-](F)(F)F.[NH4+] (ammonium tetrafluoroborate), C(C)(=O)[O-].[K+] (potassium acetate). RXN SMILES: [NH2:1][C:2]1[CH:18]=[CH:17][C:5]([O:6][C:7]2[CH:16]=[CH:15][CH:14]=[CH:13][C:8]=2[C:9]([O:11][CH3:12])=[O:10])=[CH:4][C:3]=1[CH3:19].Cl.F[B-](F)(F)F.[NH4+].[N:27]([O-])=O.[Na+].[Cl-].[Na+].C([O-])(=O)C.[K+]>O.C1OCCOCCOCCOCCOCCOC1>[NH:1]1[C:2]2[C:3](=[CH:4][C:5]([O:6][C:7]3[CH:16]=[CH:15][CH:14]=[CH:13][C:8]=3[C:9]([O:11][CH3:12])=[O:10])=[CH:17][CH:18]=2)[CH:19]=[N:27]1 |f:2.3,4.5,6.7,8.9|. The yield is 30.2%. Product: N1N=CC2=CC(=CC=C12)OC1=C(C(=O)OC)C=CC=C1 (methyl 2-(1H-indazol-5-yloxy)benzoate). Conditions: time 2 hour. Reactants: Cl.ClC=1C=C(N)C=CC1 (3-chloro-aniline hydrochloride), NC1=CC=C(C=C1)C1=NNC(=C1C#N)N=CN(C)C (N'-[3-(4-amino-phenyl)-4-cyano-1H-pyrazol-5-yl]-N,N-dimethylformamidine). Run in CO (methanol). Product: NC1=CC=C(C=C1)C1=NNC2=NC=NC(=C21)NC2=CC(=CC=C2)Cl (3-(4-amino-phenyl)-4-(3-chloro-phenylamino)-1H-pyrazolo[3,4-d]pyrimidine). Reaction SMILES: Cl.[Cl:2][C:3]1[CH:4]=[C:5]([CH:7]=[CH:8][CH:9]=1)[NH2:6].[NH2:10][C:11]1[CH:16]=[CH:15][C:14]([C:17]2[C:21](C#N)=[C:20]([N:24]=[CH:25][N:26]([CH3:28])C)[NH:19][N:18]=2)=[CH:13][CH:12]=1>CO>[NH2:10][C:11]1[CH:12]=[CH:13][C:14]([C:17]2[C:21]3[C:20](=[N:24][CH:25]=[N:26][C:28]=3[NH:6][C:5]3[CH:7]=[CH:8][CH:9]=[C:3]([Cl:2])[CH:4]=3)[NH:19][N:18]=2)=[CH:15][CH:16]=1 |f:0.1|. Procedure details: With the exclusion of moisture, 62 mg (0.38 mmol) of 3-chloro-aniline hydrochloride (see Step 14.4) are added to 92 mg (0.36 mmol) of N'-[3-(4-amino-phenyl)-4-cyano-1H-pyrazol-5-yl]-N,N-dimethylformamidine in 1 ml of methanol and the reaction mixture is boiled under reflux for 28 hours. The light-yellow reaction solution is cooled, concentrated by evaporation and chromatographed (SiO2, methylene chloride/ethanol [10:1]). Crystallization from isopropanol yields 3-(4-amino-phenyl)-4-(3-chloro-phen... The reactants are [BH4-].[Na+] (sodium borohydride), FC1=CC(=CC2=CC=C(C=C12)OC)CCC(C)=O (4-(4-Fluoro-6-methoxy-2-naphthyl)butan-2-one), CCOCC (ether). Run in C(C)O (ethanol). Yields the product FC1=CC(=CC2=CC=C(C=C12)OC)CCC(C)O (4-(4-Fluoro-6-methoxy-2-naphthyl)butan-2-ol). As a reaction SMILES: [F:1][C:2]1[C:11]2[C:6](=[CH:7][CH:8]=[C:9]([O:12][CH3:13])[CH:10]=2)[CH:5]=[C:4]([CH2:14][CH2:15][C:16](=[O:18])[CH3:17])[CH:3]=1.[BH4-].[Na+].CCOCC>C(O)C>[F:1][C:2]1[C:11]2[C:6](=[CH:7][CH:8]=[C:9]([O:12][CH3:13])[CH:10]=2)[CH:5]=[C:4]([CH2:14][CH2:15][CH:16]([OH:18])[CH3:17])[CH:3]=1 |f:1.2|. Procedure: 4-(4-Fluoro-6-methoxy-2-naphthyl)butan-2-one (14.1 g) was dissolved in ethanol (200 ml) and sodium borohydride (6.7 g) was added to the stirred solution. After 1 hour ether (600 ml) was added and the solution was washed twice with brine, then with dilute hydrochloric acid and sodium hydrogen carbonate solution. After drying over anhydrous sodium sulphate the solvent was removed under reduced pressure. The oil obtained was chromatographed on silica gel (700 g) using an elution gradient from benze... The reactants are CI, CO, CCN(C(C)C)C(C)C, OCC1C[SH]=C(S)N1. The product is CSC1=[SH]CC(CO)N1. As a reaction SMILES: [CH3:18][I:19].[CH3:20][OH:21].[CH:9]([N:10]([CH:11]([CH3:12])[CH3:13])[CH2:14][CH3:15])([CH3:16])[CH3:17].[OH:1][CH2:2][CH:3]1[NH:4][C:5]([SH:8])=[SH:6][CH2:7]1>>[OH:1][CH2:2][CH:3]1[NH:4][C:5]([S:8][CH3:9])=[SH:6][CH2:7]1. Reactants: CCC[Mg+], C1CCOC1, [Cl-], CON(C)C(=O)c1cc(NS(=O)(=O)c2ccc(Cl)cc2Cl)ncc1Sc1ccc(S(=O)(=O)N2CCCCC2)cc1. The product is CCCC(=O)c1cc(NS(=O)(=O)c2ccc(Cl)cc2Cl)ncc1Sc1ccc(S(=O)(=O)N2CCCCC2)cc1. RXN SMILES: [CH2:42]([CH2:43][CH3:44])[Mg+:45].[CH2:46]1[O:47][CH2:48][CH2:49][CH2:50]1.[Cl-:41].[Cl:1][c:2]1[c:3]([S:9](=[O:10])(=[O:11])[NH:12][c:13]2[cH:14][c:15]([C:16](=[O:17])[N:18]([O:19][CH3:20])[CH3:21])[c:22]([S:25][c:26]3[cH:27][cH:28][c:29]([S:32](=[O:33])(=[O:34])[N:35]4[CH2:36][CH2:37][CH2:38][CH2:39][CH2:40]4)[cH:30][cH:31]3)[cH:23][n:24]2)[cH:4][cH:5][c:6]([Cl:8])[cH:7]1>>[Cl:1][c:2]1[c:3]([S:9](=[O:10])(=[O:11])[NH:12][c:13]2[cH:14][c:15]([C:16](=[O:17])[CH2:42][CH2:43][CH3:44])[c:22]([S:25][c:26]3[cH:27][cH:28][c:29]([S:32](=[O:33])(=[O:34])[N:35]4[CH2:36][CH2:37][CH2:38][CH2:39][CH2:40]4)[cH:30][cH:31]3)[cH:23][n:24]2)[cH:4][cH:5][c:6]([Cl:8])[cH:7]1.